From a dataset of the Open Reaction Database (ORD), a public repository of structured organic reaction records. describe an organic reaction: reactants, conditions, products, and yield Reactants: C(C)(=O)N1[C@H](C[C@H](C2=CC(=CC=C12)C1=CC=C(C(=O)OC)C=C1)NC1=NC=CC=C1)C (Methyl 4-((2S,4R)-1-acetyl-2-methyl-4-(pyridin-2-ylamino)-1,2,3,4-tetrahydroquinolin-6-yl)benzoate), [OH-].[Na+] (sodium hydroxide), Intermediate 22, [OH-].[Na+] (sodium hydroxide). Run in CO (MeOH). Reaction conditions: time 8 hour. The product is C(C)(=O)N1[C@H](C[C@H](C2=CC(=CC=C12)C1=CC=C(C(=O)O)C=C1)NC1=NC=CC=C1)C (4-((2S,4R)-1-acetyl-2-methyl-4-(pyridin-2-ylamino)-1,2,3,4-tetrahydroquinolin-6-yl)benzoic acid). Isolated yield 73.9%. RXN SMILES: [C:1]([N:4]1[C:13]2[C:8](=[CH:9][C:10]([C:14]3[CH:23]=[CH:22][C:17]([C:18]([O:20]C)=[O:19])=[CH:16][CH:15]=3)=[CH:11][CH:12]=2)[C@H:7]([NH:24][C:25]2[CH:30]=[CH:29][CH:28]=[CH:27][N:26]=2)[CH2:6][C@@H:5]1[CH3:31])(=[O:3])[CH3:2].[OH-].[Na+]>CO>[C:1]([N:4]1[C:13]2[C:8](=[CH:9][C:10]([C:14]3[CH:23]=[CH:22][C:17]([C:18]([OH:20])=[O:19])=[CH:16][CH:15]=3)=[CH:11][CH:12]=2)[C@H:7]([NH:24][C:25]2[CH:30]=[CH:29][CH:28]=[CH:27][N:26]=2)[CH2:6][C@@H:5]1[CH3:31])(=[O:3])[CH3:2] |f:1.2|. Procedure: Methyl 4-((2S,4R)-1-acetyl-2-methyl-4-(pyridin-2-ylamino)-1,2,3,4-tetrahydroquinolin-6-yl)benzoate (for a preparation see Intermediate 22)(700 mg, 1.685 mmol) was dissolved in MeOH (10 ml) and sodium hydroxide solution (2M, 1.68 ml, 3.37 mmol) was added. After 6.5 h a further 2 equivalents of sodium hydroxide (2M, 1.685 ml) was added and reaction mixture stirred overnight. The was concentrated and the residue was diluted with water. Hydrochloric acid (2N, 1 ml) was added forming a precipitate wh...